This data is from the Open Reaction Database (ORD), a public repository of structured organic reaction records. The task is: describe an organic reaction: reactants, conditions, products, and yield Starting materials: CO (methanol), C(C)(C)(C)OC(N(C1CCN(CC1)C(C(F)(F)F)=O)CC1=CC2=C(OCCO2)C=C1)=O (tert-butyl(2,3-dihydro-1,4-benzodioxin-6-ylmethyl)(1-(trifluoroacetyl)piperidin-4-yl)carbamate), C([O-])([O-])=O.[K+].[K+] (potassium carbonate). Solvent: O (water). Run at time 15 minute. The product is C(C)(C)(C)OC(N(C1CCNCC1)CC1=CC2=C(OCCO2)C=C1)=O (tert-butyl(2,3-dihydro-1,4-benzodioxin-6-ylmethyl)(piperidin-4-yl)carbamate). Reaction SMILES: CO.[C:3]([O:7][C:8](=[O:33])[N:9]([CH2:22][C:23]1[CH:32]=[CH:31][C:26]2[O:27][CH2:28][CH2:29][O:30][C:25]=2[CH:24]=1)[CH:10]1[CH2:15][CH2:14][N:13](C(=O)C(F)(F)F)[CH2:12][CH2:11]1)([CH3:6])([CH3:5])[CH3:4].C(=O)([O-])[O-].[K+].[K+]>O>[C:3]([O:7][C:8](=[O:33])[N:9]([CH2:22][C:23]1[CH:32]=[CH:31][C:26]2[O:27][CH2:28][CH2:29][O:30][C:25]=2[CH:24]=1)[CH:10]1[CH2:15][CH2:14][NH:13][CH2:12][CH2:11]1)([CH3:6])([CH3:4])[CH3:5] |f:2.3.4|. Procedure details: To 20 mL of a methanol solution containing 1.4 g of tert-butyl(2,3-dihydro-1,4-benzodioxin-6-ylmethyl)(1-(trifluoroacetyl)piperidin-4-yl)carbamate, 5 mL of water and 0.53 g of potassium carbonate were added, and the mixture was stirred at room temperature for 1 hour and 15 minutes. The solvent was removed under reduced pressure, and ethyl acetate and water were added thereto. The organic layer was separated, and the aqueous layer was extracted with ethyl acetate. The organic layer and the extrac... The reactants are C(=O)(O)[O-].[Na+] (NaHCO3), ClC1=C(N)C(=CC(=C1)Cl)[N+](=O)[O-] (2,4-dichloro-6-nitroaniline), Cl[Sn]Cl (SnCl2), C(C)O (ethanol). Run in C(C)(=O)OCC (ethyl acetate), C(C)(=O)OCC (ethyl acetate), hexanes. Yields the product ClC=1C(=C(C=C(C1)Cl)N)N (3,5-Dichloro-1,2-diaminobenzene). RXN SMILES: [Cl:1][C:2]1[CH:8]=[C:7]([Cl:9])[CH:6]=[C:5]([N+:10]([O-])=O)[C:3]=1[NH2:4].Cl[Sn]Cl.C(O)C.C([O-])(O)=O.[Na+]>C(OCC)(=O)C>[Cl:1][C:2]1[C:3]([NH2:4])=[C:5]([NH2:10])[CH:6]=[C:7]([Cl:9])[CH:8]=1 |f:3.4|. Procedure: 3,5-Dichloro-1,2-diaminobenzene was prepared using an adaptation of the method of Bellamy, et al. (Bellamy, F. D. et al., Tetrahedron Lett. 25:839 (1984)). A mixture of 2,4-dichloro-6-nitroaniline (1.00 g, 4.8 mmol) and SnCl2 ·2H2O (5.41 g, 24.1 mmol) dissolved in 10 mL ethyl acetate and 5 mL absolute ethanol under N2 was heated at 70° C. for 1 h. All the starting material had reacted as evidenced by TLC (silica gel, 3:1 hexanes:ethyl acetate). The reaction was allowed to cool to room temperatur... The reactants are CCCC[N+](CCCC)(CCCC)CCCC, CCCCC(C)(OC)C(O)C#C[Si](C)(C)C, [F-], C1CCOC1. Product: C#CC(O)C(C)(CCCC)OC. As a reaction SMILES: [CH2:18]([N+:19]([CH2:20][CH2:21][CH2:22][CH3:23])([CH2:24][CH2:25][CH2:26][CH3:27])[CH2:28][CH2:29][CH2:30][CH3:31])[CH2:32][CH2:33][CH3:34].[CH3:1][O:2][C:3]([CH:4]([C:5]#[C:6][Si:7]([CH3:8])([CH3:9])[CH3:10])[OH:11])([CH2:12][CH2:13][CH2:14][CH3:15])[CH3:16].[F-:17].[O:35]1[CH2:36][CH2:37][CH2:38][CH2:39]1>>[CH3:1][O:2][C:3]([CH:4]([C:5]#[CH:6])[OH:11])([CH2:12][CH2:13][CH2:14][CH3:15])[CH3:16].